This data is from the Open Reaction Database (ORD), a public repository of structured organic reaction records. The task is: describe an organic reaction: reactants, conditions, products, and yield Starting materials: ClC1=CC(=CC=C1)C(=O)OO (3-chloroperbenzoic acid), ClC1=CC=C(C=C1)C=1N=C(NC1C1=CC=C(C=C1)Cl)SC=1SC=CC1 (4,5-bis(4-chlorophenyl)-2-(2-thienylthio)imidazole). Run in ClCCl (dichloromethane), ClCCl (dichloromethane). Conditions: time 3 hour. Yields the product ClC1=CC=C(C=C1)C=1N=C(NC1C1=CC=C(C=C1)Cl)S(=O)C=1SC=CC1 (4,5-bis(4-chlorophenyl)-2-(2-thienylsulfinyl)imidazole). Isolated yield 75.2%. RXN SMILES: ClC1C=CC=C(C(OO)=[O:9])C=1.[Cl:12][C:13]1[CH:18]=[CH:17][C:16]([C:19]2[N:20]=[C:21]([S:31][C:32]3[S:33][CH:34]=[CH:35][CH:36]=3)[NH:22][C:23]=2[C:24]2[CH:29]=[CH:28][C:27]([Cl:30])=[CH:26][CH:25]=2)=[CH:15][CH:14]=1>ClCCl>[Cl:12][C:13]1[CH:18]=[CH:17][C:16]([C:19]2[N:20]=[C:21]([S:31]([C:32]3[S:33][CH:34]=[CH:35][CH:36]=3)=[O:9])[NH:22][C:23]=2[C:24]2[CH:25]=[CH:26][C:27]([Cl:30])=[CH:28][CH:29]=2)=[CH:15][CH:14]=1. Reported procedure: A solution of 2.164 g of 3-chloroperbenzoic acid (80%) in 150 ml of dichloromethane is added dropwise to a solution of 4.90 g of 4,5-bis(4-chlorophenyl)-2-(2-thienylthio)imidazole in 100 ml of dichloromethane. The solution is stirred for 3 hours at room temperature, washed with sodium bicarbonate solution, dried over sodium sulfate, and concentrated to dryness under vacuum. The residue is chromatographed on 150 g of silica gel with acetone/hexane, yielding 3.83 g of 4,5-bis(4-chlorophenyl)-2-(2-... The reactants are COC1=CC=C(C=C1)[C@@H](C)N1C(C[C@H](C1)C(CCOC)=O)=O ((R)-1-((R)-1-(4-methoxyphenyl)ethyl)-4-(3-methoxypropanoyl)pyrrolidin-2-one), [BH4-].[Na+] (NaBH4). The solvent is C(C)O (ethanol). Run at temperature 0 celsius, time 2 hour. Product: OC(CC)[C@@H]1CC(N(C1)[C@H](C)C1=CC=C(C=C1)OC)=O ((4R)-4-(1-hydroxypropyl)-1-((R)-1-(4-methoxyphenyl)ethyl)pyrrolidin-2-one). Reaction SMILES: [CH3:1][O:2][C:3]1[CH:8]=[CH:7][C:6]([C@H:9]([N:11]2[CH2:15][C@H:14]([C:16](=[O:21])[CH2:17][CH2:18]OC)[CH2:13][C:12]2=[O:22])[CH3:10])=[CH:5][CH:4]=1.[BH4-].[Na+]>C(O)C>[OH:21][CH:16]([C@H:14]1[CH2:15][N:11]([C@@H:9]([C:6]2[CH:7]=[CH:8][C:3]([O:2][CH3:1])=[CH:4][CH:5]=2)[CH3:10])[C:12](=[O:22])[CH2:13]1)[CH2:17][CH3:18] |f:1.2|. Reported procedure: Into a 250-mL 3-necked round-bottom flask purged and maintained with an inert atmosphere of nitrogen was placed (R)-1-((R)-1-(4-methoxyphenyl)ethyl)-4-(3-methoxypropanoyl)pyrrolidin-2-one 1.20 (12 g, 39.30 mmol, 1.00 equiv), ethanol (100 mL), followed by the addition of NaBH4 (3.35 g, 88.16 mmol, 2.50 equiv) in several batches with stifling at 0° C. The resulting solution was stirred at 0° C. for 2 h, quenched by the addition of 100 mL of water/ice and extracted with 3×300 mL of ethyl acetate. T...